Dataset: the Open Reaction Database (ORD), a public repository of structured organic reaction records. Task: describe an organic reaction: reactants, conditions, products, and yield Reported procedure: To a solution of methyl 1-benzyl-6-methyl-1,2,5,6-tetrahydro-3-pyridinecarboxylate (2.05 g, 8.36 mmol) in THF (15 ml) were added at 0–5° C. allyl chloroformate (1.1 ml, 10.4 mmol). The mixture was immediately raised to room temperature and stirred for 18 hours. After cooled to 0–5° C. a saturated aqueous sodium hydrogen carbonate and ethy acetate were added thereto and the mixture was separated with a separating funnel. The aqueous layer was extracted twice with ethyl acetate. The organic layer ... As a reaction SMILES: C([N:8]1[CH:13]([CH3:14])[CH2:12][CH:11]=[C:10]([C:15]([O:17][CH3:18])=[O:16])[CH2:9]1)C1C=CC=CC=1.Cl[C:20]([O:22][CH2:23][CH:24]=[CH2:25])=[O:21].C(=O)([O-])O.[Na+].C(OCC)(=O)C>C1COCC1>[CH3:14][CH:13]1[N:8]([C:20]([O:22][CH2:23][CH:24]=[CH2:25])=[O:21])[CH2:9][C:10]([C:15]([O:17][CH3:18])=[O:16])=[CH:11][CH2:12]1 |f:2.3|. Isolated yield 71.0%. Yields the product CC1CC=C(CN1C(=O)OCC=C)C(=O)OC (1-allyl 3-methyl 6-methyl-5,6-dihydro-1,3(2 H)-pyridinedicarboxylate). The solvent is C1CCOC1 (THF). Conditions: time 18 hour. The reactants are C(C1=CC=CC=C1)N1CC(=CCC1C)C(=O)OC (methyl 1-benzyl-6-methyl-1,2,5,6-tetrahydro-3-pyridinecarboxylate), ClC(=O)OCC=C (allyl chloroformate), C(O)([O-])=O.[Na+] (sodium hydrogen carbonate), C(C)(=O)OCC (ethy acetate). Reactants: N=1NC(N2C1N=CC=C2)=O (2H-[1,2,4]triazolo[4,3-a]pyrimidin-3-one), BrCCCBr (1,3-dibromopropane), [H-].[Na+] (sodium hydride), CN(C=O)C (N,N-dimethylformamide), BrCCCBr (1,3-dibromopropane), [H-].[Na+] (sodium hydride). Run in O (Water), C(C)(=O)OCC (ethyl acetate). Conditions: time 1 day. The product is BrCCCN1N=C2N(C=CC=N2)C1=O (2-(3-Bromopropyl)-2H-[1,2,4]triazolo[4,3-a]pyrimidin-3-one). Reaction SMILES: [N:1]1[NH:2][C:3](=[O:10])[N:4]2[CH:9]=[CH:8][CH:7]=[N:6][C:5]=12.[Br:11][CH2:12][CH2:13][CH2:14]Br.[H-].[Na+].CN(C)C=O>C(OCC)(=O)C.O>[Br:11][CH2:12][CH2:13][CH2:14][N:2]1[C:3](=[O:10])[N:4]2[CH:9]=[CH:8][CH:7]=[N:6][C:5]2=[N:1]1 |f:2.3|. Procedure details: A mixture of 2H-[1,2,4]triazolo[4,3-a]pyrimidin-3-one (CAS 63206-77-9) (1.0 g), 1,3-dibromopropane (1.55 ml), sodium hydride (60% in oil) (353 mg) and N,N-dimethylformamide (20 ml) was stirred at room temperature for one day. After further addition of 1,3-dibromopropane (3.88 ml) and sodium hydride (60% in oil) (353 mg), stirring was continued at 80° C. for 2 hours. Water was added to the reaction mixture, and extraction was performed with ethyl acetate. The organic layer was washed with brine a... Procedure: To a stirred mixture of 3-[2-[(2,2-dimethyl-propyl)-methyl-amino]-6-(4-methyl-[1,4]diazepan-1-yl)-pyrimidin-4-ylamino]-N-ethoxy-4-methyl-benzamide (50 mg, 0.1 mmol) and sodium cyanide (0.044 g, 0.89 mmol) in sat. aq. sodium bicarbonate (1 mL) and methylene chloride (3 mL) was added at room temp bromine (0.045 mL, 0.87 mmol). The resulting mixture was continued stirring for 16 h at room temp. The reaction mixture was diluted with water and extracted with methylene chloride (2×15 mL). The combined... As a reaction SMILES: [CH3:1][C:2]([CH3:35])([CH3:34])[CH2:3][N:4]([CH3:33])[C:5]1[N:10]=[C:9]([NH:11][C:12]2[CH:13]=[C:14]([CH:21]=[CH:22][C:23]=2[CH3:24])[C:15]([NH:17][O:18][CH2:19][CH3:20])=[O:16])[CH:8]=[C:7]([N:25]2[CH2:31][CH2:30][CH2:29][N:28]([CH3:32])[CH2:27][CH2:26]2)[N:6]=1.[C-:36]#[N:37].[Na+].BrBr>C(=O)(O)[O-].[Na+].C(Cl)Cl.O>[C:36]([C:8]1[C:9]([NH:11][C:12]2[CH:13]=[C:14]([CH:21]=[CH:22][C:23]=2[CH3:24])[C:15]([NH:17][O:18][CH2:19][CH3:20])=[O:16])=[N:10][C:5]([N:4]([CH2:3][C:2]([CH3:34])([CH3:1])[CH3:35])[CH3:33])=[N:6][C:7]=1[N:25]1[CH2:31][CH2:30][CH2:29][N:28]([CH3:32])[CH2:27][CH2:26]1)#[N:37] |f:1.2,4.5|. Product: C(#N)C=1C(=NC(=NC1N1CCN(CCC1)C)N(C)CC(C)(C)C)NC=1C=C(C(=O)NOCC)C=CC1C (3-[5-Cyano-2-[(2,2-dimethyl-propyl)-methyl-amino]-6-(4-methyl-[1,4]diazepan-1-yl)-pyrimidin-4-ylamino]-N-ethoxy-4-methyl-benzamide). The solvent is C([O-])(O)=O.[Na+] (sodium bicarbonate), C(Cl)Cl (methylene chloride), O (water). Starting materials: CC(CN(C1=NC(=CC(=N1)NC=1C=C(C(=O)NOCC)C=CC1C)N1CCN(CCC1)C)C)(C)C (3-[2-[(2,2-dimethyl-propyl)-methyl-amino]-6-(4-methyl-[1,4]diazepan-1-yl)-pyrimidin-4-ylamino]-N-ethoxy-4-methyl-benzamide), [C-]#N.[Na+] (sodium cyanide), BrBr (bromine). Run at time 16 hour. Starting materials: [Br-], CC(C)(C)[O-], C[P+](c1ccccc1)(c1ccccc1)c1ccccc1, Cc1c(C)c2c(c(C)c1OC(=O)C(C)C)C(=O)C(C)(C)O2, [K+], C1CCOC1, O. The product is C=C1c2c(C)c(OC(=O)C(C)C)c(C)c(C)c2OC1(C)C. As a reaction SMILES: [Br-:29].[CH3:1][C:2]([CH3:3])([O-:4])[CH3:5].[CH3:30][P+:31]([c:32]1[cH:33][cH:34][cH:35][cH:36][cH:37]1)([c:38]1[cH:39][cH:40][cH:41][cH:42][cH:43]1)[c:44]1[cH:45][cH:46][cH:47][cH:48][cH:49]1.[CH3:7][CH:8]([C:9](=[O:10])[O:11][c:12]1[c:13]([CH3:26])[c:14]([CH3:25])[c:15]2[c:16]([c:23]1[CH3:24])[C:17](=[O:22])[C:18]([CH3:20])([CH3:21])[O:19]2)[CH3:27].[K+:6].[O:50]1[CH2:51][CH2:52][CH2:53][CH2:54]1.[OH2:28]>>[CH2:1]=[C:17]1[c:16]2[c:15]([c:14]([CH3:25])[c:13]([CH3:26])[c:12]([O:11][C:9]([CH:8]([CH3:7])[CH3:27])=[O:10])[c:23]2[CH3:24])[O:19][C:18]1([CH3:20])[CH3:21]. The solvent is O1CCOCC1 (dioxane), O1CCOCC1 (dioxane). Isolated yield 69.5%. The product is N[C@@H](CC)C=1N(C2=C(N1)C=CC(=C2C#N)F)C2=CC=CC=C2 (2-((S)-1-Amino-propyl)-5-fluoro-3-phenyl-3H-benzoimidazole-4-carbonitrile). As a reaction SMILES: Cl.C(OC(=O)[NH:8][C@H:9]([C:12](=O)[NH:13][C:14]1[CH:19]=[CH:18][C:17]([F:20])=[C:16]([C:21]#[N:22])[C:15]=1[NH:23][C:24]1[CH:29]=[CH:28][CH:27]=[CH:26][CH:25]=1)[CH2:10][CH3:11])(C)(C)C>O1CCOCC1>[NH2:8][C@H:9]([C:12]1[N:23]([C:24]2[CH:29]=[CH:28][CH:27]=[CH:26][CH:25]=2)[C:15]2[C:16]([C:21]#[N:22])=[C:17]([F:20])[CH:18]=[CH:19][C:14]=2[N:13]=1)[CH2:10][CH3:11]. Procedure: HCl in dioxane (4M, 10 mL, 0.04 mol) was added to a solution of [(S)-1-(3-cyano-4-fluoro-2-phenylaminophenylcarbamoyl)propyl]carbamic acid tert-butyl ester (0.54 g, 1.32 mmol) in dioxane (5 mL) at 20° C., and the resultant mixture stirred at 80° C. for 17 h. After cooling, the reaction mixture was partitioned between saturated aqueous NaHCO3 (20 mL) and EtOAc (3×20 mL). The combined EtOAc extracts were dried (Na2SO4) and concentrated in vacuo. The resulting residue was purified by chromatography... The reactants are Cl (HCl), C(C)(C)(C)OC(N[C@@H](CC)C(NC1=C(C(=C(C=C1)F)C#N)NC1=CC=CC=C1)=O)=O ([(S)-1-(3-cyano-4-fluoro-2-phenylaminophenylcarbamoyl)propyl]carbamic acid tert-butyl ester), resultant mixture. The reactants are C1COCCO1, CCOC(C)=O, CCN(C(C)C)C(C)C, Clc1cc(Cl)c2ccc(I)cc2n1, O=C(C=Cc1ccccc1)C=Cc1ccccc1, O=C(C=Cc1ccccc1)C=Cc1ccccc1, O=C(C=Cc1ccccc1)C=Cc1ccccc1, O, [Pd], [Pd], N#CC1(c2cccc(S)c2)CCOCC1, CC1(C)c2cccc(P(c3ccccc3)c3ccccc3)c2Oc2c(P(c3ccccc3)c3ccccc3)cccc21. The product is N#CC1(c2cccc(Sc3ccc4c(Cl)cc(Cl)nc4c3)c2)CCOCC1. Reaction SMILES: [CH2:80]1[O:81][CH2:82][CH2:83][O:84][CH2:85]1.[CH3:86][CH2:87][O:88][C:89]([CH3:90])=[O:91].[CH:71]([N:72]([CH2:73][CH3:74])[CH:75]([CH3:76])[CH3:77])([CH3:78])[CH3:79].[Cl:1][c:2]1[n:3][c:4]2[cH:5][c:6]([I:13])[cH:7][cH:8][c:9]2[c:10]([Cl:12])[cH:11]1.[O:113]=[C:114]([CH:115]=[CH:116][c:117]1[cH:118][cH:119][cH:120][cH:121][cH:122]1)[CH:123]=[CH:124][c:125]1[cH:126][cH:127][cH:128][cH:129][cH:130]1.[O:131]=[C:132]([CH:133]=[CH:134][c:135]1[cH:136][cH:137][cH:138][cH:139][cH:140]1)[CH:141]=[CH:142][c:143]1[cH:144][cH:145][cH:146][cH:147][cH:148]1.[O:95]=[C:96]([CH:97]=[CH:98][c:99]1[cH:100][cH:101][cH:102][cH:103][cH:104]1)[CH:105]=[CH:106][c:107]1[cH:108][cH:109][cH:110][cH:111][cH:112]1.[OH2:92].[Pd:93].[Pd:94].[SH:14][c:15]1[cH:16][c:17]([C:21]2([C:27]#[N:28])[CH2:22][CH2:23][O:24][CH2:25][CH2:26]2)[cH:18][cH:19][cH:20]1.[c:29]1([P:30]([c:31]2[cH:32][cH:33][cH:34][cH:35][cH:36]2)[c:37]2[c:38]3[c:62]([cH:63][cH:64][cH:65]2)[C:59]([CH3:60])([CH3:61])[c:41]2[c:40]([c:45]([P:46]([c:47]4[cH:48][cH:49][cH:50][cH:51][cH:52]4)[c:53]4[cH:54][cH:55][cH:56][cH:57][cH:58]4)[cH:44][cH:43][cH:42]2)[O:39]3)[cH:66][cH:67][cH:68][cH:69][cH:70]1>>[Cl:1][c:2]1[n:3][c:4]2[cH:5][c:6]([S:14][c:15]3[cH:16][c:17]([C:21]4([C:27]#[N:28])[CH2:22][CH2:23][O:24][CH2:25][CH2:26]4)[cH:18][cH:19][cH:20]3)[cH:7][cH:8][c:9]2[c:10]([Cl:12])[cH:11]1.